This data is from the Open Reaction Database (ORD), a public repository of structured organic reaction records. The task is: describe an organic reaction: reactants, conditions, products, and yield Starting materials: CCC(C)Nc1cc(C(=O)OC)cc(NS(C)(=O)=O)n1, [H-], CI, [Na+], CN(C)C=O. The product is CCC(C)Nc1cc(C(=O)OC)cc(N(C)S(C)(=O)=O)n1. RXN SMILES: [CH3:3][O:4][C:5]([c:6]1[cH:7][c:8]([NH:17][CH:18]([CH3:19])[CH2:20][CH3:21])[n:9][c:10]([NH:12][S:13](=[O:14])(=[O:15])[CH3:16])[cH:11]1)=[O:22].[H-:1].[I:23][CH3:24].[Na+:2].[O:25]=[CH:26][N:27]([CH3:28])[CH3:29]>>[CH3:3][O:4][C:5]([c:6]1[cH:7][c:8]([NH:17][CH:18]([CH3:19])[CH2:20][CH3:21])[n:9][c:10]([N:12]([S:13](=[O:14])(=[O:15])[CH3:16])[CH3:24])[cH:11]1)=[O:22].